describe an organic reaction: reactants, conditions, products, and yield From a dataset of the Open Reaction Database (ORD), a public repository of structured organic reaction records. The reactants are O=C([O-])O, CS(=O)(=O)O, CC#N, CC(C)(C)OC(=O)NC1C(=O)N2C(C(=O)OC(c3ccccc3)c3ccccc3)=C(c3cnc(-c4cccnc4)s3)CS(=O)C12, [Na+]. The product is NC1C(=O)N2C(C(=O)OC(c3ccccc3)c3ccccc3)=C(c3cnc(-c4cccnc4)s3)CS(=O)C12. Reaction SMILES: [C:51](=[O:52])([OH:53])[O-:54].[CH3:46][S:47](=[O:48])(=[O:49])[OH:50].[CH3:56][C:57]#[N:58].[CH:1]([c:2]1[cH:3][cH:4][cH:5][cH:6][cH:7]1)([c:8]1[cH:9][cH:10][cH:11][cH:12][cH:13]1)[O:14][C:15](=[O:16])[C:17]1=[C:24]([c:25]2[cH:26][n:27][c:28](-[c:30]3[cH:31][n:32][cH:33][cH:34][cH:35]3)[s:29]2)[CH2:23][S:22](=[O:36])[CH:21]2[N:18]1[C:19](=[O:45])[CH:20]2[NH:37][C:38]([O:39][C:40]([CH3:41])([CH3:42])[CH3:43])=[O:44].[Na+:55]>>[CH:1]([c:2]1[cH:3][cH:4][cH:5][cH:6][cH:7]1)([c:8]1[cH:9][cH:10][cH:11][cH:12][cH:13]1)[O:14][C:15](=[O:16])[C:17]1=[C:24]([c:25]2[cH:26][n:27][c:28](-[c:30]3[cH:31][n:32][cH:33][cH:34][cH:35]3)[s:29]2)[CH2:23][S:22](=[O:36])[CH:21]2[N:18]1[C:19](=[O:45])[CH:20]2[NH2:37]. Starting materials: C1CNCCN1, N#Cc1cc(Cl)ccc1Cl, CN(C)C=O. Yields the product N#Cc1cc(Cl)ccc1N1CCNCC1. Reaction SMILES: [CH2:11]1[CH2:12][NH:13][CH2:14][CH2:15][NH:16]1.[Cl:1][c:2]1[c:3]([C:4]#[N:5])[cH:6][c:7]([Cl:10])[cH:8][cH:9]1.[O:17]=[CH:18][N:19]([CH3:20])[CH3:21]>>[c:2]1([N:13]2[CH2:12][CH2:11][NH:16][CH2:15][CH2:14]2)[c:3]([C:4]#[N:5])[cH:6][c:7]([Cl:10])[cH:8][cH:9]1. Reactants: [Li]CCCC, C1CCOC1, CN(C)CCN(C)C, COc1cccc(Cn2ccnc2)c1, CCCCCC, C=CCC(C)(C)C=O. Yields the product C=CCC(C)(C)C(O)C(c1cccc(OC)c1)n1ccnc1. RXN SMILES: [CH2:29]([Li:30])[CH2:31][CH2:32][CH3:33].[CH2:42]1[O:43][CH2:44][CH2:45][CH2:46]1.[CH3:15][N:16]([CH3:17])[CH2:18][CH2:19][N:20]([CH3:21])[CH3:22].[CH3:1][O:2][c:3]1[cH:4][c:5]([CH2:6][n:7]2[cH:8][n:9][cH:10][cH:11]2)[cH:12][cH:13][cH:14]1.[CH3:23][CH2:24][CH2:25][CH2:26][CH2:27][CH3:28].[CH3:34][C:35]([CH:36]=[O:37])([CH2:38][CH:39]=[CH2:40])[CH3:41]>>[CH3:1][O:2][c:3]1[cH:4][c:5]([CH:6]([n:7]2[cH:8][n:9][cH:10][cH:11]2)[CH:36]([C:35]([CH3:34])([CH2:38][CH:39]=[CH2:40])[CH3:41])[OH:37])[cH:12][cH:13][cH:14]1.